From a dataset of the Open Reaction Database (ORD), a public repository of structured organic reaction records. describe an organic reaction: reactants, conditions, products, and yield The reactants are COC(=O)C=1C=CC=C2CCCSC12 (methylthiochroman-8 carboxylate), BrBr (bromine). The solvent is ClCCl (dichloromethane). The product is COC(=O)C=1C=C(C=C2CCCSC12)Br (Methyl-6-bromothiochroman-8-carboxylate). Isolated yield 82.2%. Reaction SMILES: [CH3:1][O:2][C:3]([C:5]1[CH:6]=[CH:7][CH:8]=[C:9]2[C:14]=1[S:13][CH2:12][CH2:11][CH2:10]2)=[O:4].[Br:15]Br>ClCCl>[CH3:1][O:2][C:3]([C:5]1[CH:6]=[C:7]([Br:15])[CH:8]=[C:9]2[C:14]=1[S:13][CH2:12][CH2:11][CH2:10]2)=[O:4]. Reported procedure: A solution of methylthiochroman-8 carboxylate (0.300 g, 1.44 mmol) (D6a) in dichloromethane (20 ml) was treated with bromine (0.106 ml, 2.07 mmol) and the reaction mixture left at room temperature. After 4 days the reaction mixture was washed with sodium metabisulphile solution. The organic layer was then dried (Na2SO4) and evaporated under reduced pressure to give the title compound as a colourless oil (0.340 g, 82%).